This data is from the Open Reaction Database (ORD), a public repository of structured organic reaction records. The task is: describe an organic reaction: reactants, conditions, products, and yield The reactants are CNC, O=C(NCC#CCCl)C(O)(c1ccccc1)c1ccccc1, [I-], [Na+]. The product is CN(C)CC#CCNC(=O)C(O)(c1ccccc1)c1ccccc1. As a reaction SMILES: [CH3:25][NH:26][CH3:27].[Cl:1][CH2:2][C:3]#[C:4][CH2:5][NH:6][C:7]([C:8]([c:9]1[cH:10][cH:11][cH:12][cH:13][cH:14]1)([c:15]1[cH:16][cH:17][cH:18][cH:19][cH:20]1)[OH:21])=[O:22].[I-:24].[Na+:23]>>[CH2:2]([C:3]#[C:4][CH2:5][NH:6][C:7]([C:8]([c:9]1[cH:10][cH:11][cH:12][cH:13][cH:14]1)([c:15]1[cH:16][cH:17][cH:18][cH:19][cH:20]1)[OH:21])=[O:22])[N:26]([CH3:25])[CH3:27]. Starting materials: Ru Al2O3, BrC1=CN2C(S1)=C(N=C2)CO (2-bromo-7-hydroxymethylimidazo[5,1-b] thiazole), O=O (oxygen). Run in C(C)(=O)OCC (ethyl acetate). Conditions: temperature 80 celsius, time 18 hour. Product: BrC1=CN2C(S1)=C(N=C2)C=O (2-bromoimidazo[5,1-b]thiazole-7-carbaldehyde). The yield is 82.2%. As a reaction SMILES: [Br:1][C:2]1[S:6][C:5]2=[C:7]([CH2:10][OH:11])[N:8]=[CH:9][N:4]2[CH:3]=1.O=O>C(OCC)(=O)C>[Br:1][C:2]1[S:6][C:5]2=[C:7]([CH:10]=[O:11])[N:8]=[CH:9][N:4]2[CH:3]=1. Procedure details: 5% Ru/Al2O3 (101 mg, 0.5 mmol) was added to a solution of 2-bromo-7-hydroxymethylimidazo[5,1-b] thiazole (23 mg, 0.1 mmol) in ethyl acetate (2 ml). The air in the system was replaced with oxygen, and the mixture was stirred at 80° C. for 18 hr. The solvent was removed by distillation under the reduced pressure. The residue was purified by column chromatography on silica gel (ethyl acetate:methanol=60:1) to give 2-bromoimidazo[5,1-b]thiazole-7-carbaldehyde (19 mg, 82%) as a white solid.